Dataset: the Open Reaction Database (ORD), a public repository of structured organic reaction records. Task: describe an organic reaction: reactants, conditions, products, and yield Yields the product CC1(C)CCCC(C)(C)N1CC(O)COc1cccc(Cc2ccccn2)c1. Starting materials: CC1(C)CCCC(C)(C)N1, c1ccc(Cc2cccc(OCC3CO3)c2)nc1. RXN SMILES: [CH3:1][C:2]1([CH3:10])[NH:3][C:4]([CH3:8])([CH3:9])[CH2:5][CH2:6][CH2:7]1.[O:11]1[CH2:12][CH:13]1[CH2:14][O:15][c:16]1[cH:17][c:18]([CH2:22][c:23]2[n:24][cH:25][cH:26][cH:27][cH:28]2)[cH:19][cH:20][cH:21]1>>[CH3:1][C:2]1([CH3:10])[N:3]([CH2:12][CH:13]([OH:11])[CH2:14][O:15][c:16]2[cH:17][c:18]([CH2:22][c:23]3[n:24][cH:25][cH:26][cH:27][cH:28]3)[cH:19][cH:20][cH:21]2)[C:4]([CH3:8])([CH3:9])[CH2:5][CH2:6][CH2:7]1. Reactants: N (ammonia), C(\C=C/C(=O)O)(=O)O (maleic acid), reagent, solution, [OH-].[NH4+] (ammonium hydroxide), anhydride, C1(\C=C/C(=O)O1)=O (maleic anhydride), C(\C=C/C(=O)O)(=O)O (maleic acid). Solvent: O (water), O (water). Yields the product N[C@@H](CC(=O)O)C(=O)O (aspartic acid). As a reaction SMILES: [OH-].[NH4+:2].C1(=O)OC(=O)C=C1.[C:10]([OH:17])(=[O:16])/[CH:11]=[CH:12]\[C:13]([OH:15])=[O:14].N>O>[NH2:2][C@H:11]([C:10]([OH:17])=[O:16])[CH2:12][C:13]([OH:15])=[O:14] |f:0.1|. Procedure details: In a 250 ml reagent bottle, an amount of 69 ml (0.11 mole) of a 10% solution of concentrated ammonium hydroxide (15.9 M) was slowly added with smooth stirring to 9.8 g (0.1 mole) of maleic anhydride in 18 ml (1 mole) of water at 60° C. The bottle was capped and the solution allowed to react for 2 hours. The anhydride converted to maleic acid in the presence of the water, and the ammonia added across the double bond of maleic acid to form aspartic acid. The reactants are [Mn](=O)(=O)(=O)[O-].[K+] (potassium permanganate), BrC=1C=C(N(C1)C1=C(C=NC=C1)Cl)C=O (4-bromo-1-(3-chloro-4-pyridinyl)-1H-pyrrole-2-carbaldehyde), CC(=O)C (acetone), [OH-].[Na+] (sodium hydroxide). The solvent is O (water). Reaction conditions: temperature 40 celsius, time 1 hour. Product: BrC=1C=C(N(C1)C1=C(C=NC=C1)Cl)C(=O)O (4-bromo-1-(3-chloro-4-pyridinyl)-1H-pyrrole-2-carboxylic acid). RXN SMILES: [Mn]([O-])(=O)(=O)=O.[K+].[Br:7][C:8]1[CH:9]=[C:10]([CH:20]=[O:21])[N:11]([C:13]2[CH:18]=[CH:17][N:16]=[CH:15][C:14]=2[Cl:19])[CH:12]=1.CC(C)=[O:24].[OH-].[Na+]>O>[Br:7][C:8]1[CH:9]=[C:10]([C:20]([OH:24])=[O:21])[N:11]([C:13]2[CH:18]=[CH:17][N:16]=[CH:15][C:14]=2[Cl:19])[CH:12]=1 |f:0.1,4.5|. Procedure details: A solution of 2.0 g of potassium permanganate in 10 ml of water was added dropwise to a mixture of 1.2 g of 4-bromo-1-(3-chloro-4-pyridinyl)-1H-pyrrole-2-carbaldehyde and 30 ml of acetone while the mixture was maintained at 40° C. The resulting mixture was stirred at 60° C. for 1 hour. A precipitate was filtered off to obtain a filtrate. The filtrate was adjusted to pH 10-12 by an addition of a 2N aqueous sodium hydroxide solution, and then washed with chloroform two times. The aqueous layer was... Reactants: Cl.N[C@H]1CC[C@H](CC1)NC(=O)C1=C(NC=2C1=NC=CC2C2=C(C=CC(=C2)C)OCC2CC2)C (N-(cis-4-aminocyclohexyl)-7-[2-(cyclopropylmethoxy)-5-methylphenyl]-2-methyl-1H-pyrrolo[3,2-b]pyridine-3-carboxamide hydrochloride), C(C)(=O)OCC(=O)Cl (2-chloro-2-oxoethyl acetate). Product: C1(CC1)COC1=C(C=C(C=C1)C)C1=C2C(=NC=C1)C(=C(N2)C)C(=O)N[C@@H]2CC[C@@H](CC2)NC(CO)=O (7-[2-(Cyclopropylmethoxy)-5-methylphenyl]-N-{cis-4-[(hydroxyacetyl)amino]cyclohexyl}-2-methyl-1H-pyrrolo[3,2-b]pyridine-3-carboxamide). RXN SMILES: Cl.[NH2:2][C@@H:3]1[CH2:8][CH2:7][C@H:6]([NH:9][C:10]([C:12]2[C:16]3=[N:17][CH:18]=[CH:19][C:20]([C:21]4[CH:26]=[C:25]([CH3:27])[CH:24]=[CH:23][C:22]=4[O:28][CH2:29][CH:30]4[CH2:32][CH2:31]4)=[C:15]3[NH:14][C:13]=2[CH3:33])=[O:11])[CH2:5][CH2:4]1.C([O:37][CH2:38][C:39](Cl)=[O:40])(=O)C>>[CH:30]1([CH2:29][O:28][C:22]2[CH:23]=[CH:24][C:25]([CH3:27])=[CH:26][C:21]=2[C:20]2[CH:19]=[CH:18][N:17]=[C:16]3[C:12]([C:10]([NH:9][C@H:6]4[CH2:7][CH2:8][C@@H:3]([NH:2][C:38](=[O:37])[CH2:39][OH:40])[CH2:4][CH2:5]4)=[O:11])=[C:13]([CH3:33])[NH:14][C:15]=23)[CH2:31][CH2:32]1 |f:0.1|. Procedure: Starting from N-(cis-4-aminocyclohexyl)-7-[2-(cyclopropylmethoxy)-5-methylphenyl]-2-methyl-1H-pyrrolo[3,2-b]pyridine-3-carboxamide hydrochloride (example D.f20) and commercially available 2-chloro-2-oxoethyl acetate the title compound is obtained as colorless solid. Reactants: CCN(CCNCc1ccc(C(C)(C)C)cc1)c1cccc(C)c1, ClCCCl, O=C(O)c1cc(Cl)cc2cc[nH]c12, ClCCl, Cl. The product is CCN(CCN(Cc1ccc(C(C)(C)C)cc1)C(=O)c1cc(Cl)cc2cc[nH]c12)c1cccc(C)c1. RXN SMILES: [C:14]([CH3:15])([CH3:16])([CH3:17])[c:18]1[cH:19][cH:20][c:21]([CH2:22][NH:23][CH2:24][CH2:25][N:26]([c:27]2[cH:28][c:29]([CH3:33])[cH:30][cH:31][cH:32]2)[CH2:34][CH3:35])[cH:36][cH:37]1.[CH2:38]([Cl:39])[CH2:40][Cl:41].[Cl:1][c:2]1[cH:3][c:4]2[cH:5][cH:6][nH:7][c:8]2[c:9]([C:11](=[O:12])[OH:13])[cH:10]1.[Cl:43][CH2:44][Cl:45].[ClH:42]>>[Cl:1][c:2]1[cH:3][c:4]2[cH:5][cH:6][nH:7][c:8]2[c:9]([C:11](=[O:13])[N:23]([CH2:22][c:21]2[cH:20][cH:19][c:18]([C:14]([CH3:15])([CH3:16])[CH3:17])[cH:37][cH:36]2)[CH2:24][CH2:25][N:26]([c:27]2[cH:28][c:29]([CH3:33])[cH:30][cH:31][cH:32]2)[CH2:34][CH3:35])[cH:10]1. The reactants are CS(=O)(=O)O.NCC=1C=C2CN(C(C2=CC1)=O)C1C(NC(CC1)=O)=O (3-(5-(aminomethyl)-1-oxoisoindolin-2-yl)piperidine-2,6-dione methanesulfonate), C1=CN(C=N1)C(=O)N2C=CN=C2 (CDI), [Si](C)(C)(C(C)(C)C)OC1=C(C=C(N)C=C1)C (4-(tert-butyldimethylsilyloxy)-3-methylaniline). Run in CN(C)C=O (DMF). Run at time 3 hour. Product: [Si](C)(C)(C(C)(C)C)OC1=C(C=C(C=C1)NC(=O)NCC=1C=C2CN(C(C2=CC1)=O)C1C(NC(CC1)=O)=O)C (1-(4-(tert-butyldimethylsilyloxy)-3-methylphenyl)-3-((2-(2,6-dioxopiperidin-3-yl)-1-oxoisoindolin-5-yl)methyl)urea). The yield is 55.0%. RXN SMILES: CS(O)(=O)=O.[NH2:6][CH2:7][C:8]1[CH:9]=[C:10]2[C:14](=[CH:15][CH:16]=1)[C:13](=[O:17])[N:12]([CH:18]1[CH2:23][CH2:22][C:21](=[O:24])[NH:20][C:19]1=[O:25])[CH2:11]2.C1N=CN([C:31]([N:33]2C=N[CH:35]=[CH:34]2)=[O:32])C=1.[Si:38]([O:45][C:46]1[CH:52]=CC(N)=[CH:48][C:47]=1[CH3:53])([C:41]([CH3:44])([CH3:43])[CH3:42])([CH3:40])[CH3:39]>CN(C=O)C>[Si:38]([O:45][C:46]1[CH:52]=[CH:35][C:34]([NH:33][C:31]([NH:6][CH2:7][C:8]2[CH:9]=[C:10]3[C:14](=[CH:15][CH:16]=2)[C:13](=[O:17])[N:12]([CH:18]2[CH2:23][CH2:22][C:21](=[O:24])[NH:20][C:19]2=[O:25])[CH2:11]3)=[O:32])=[CH:48][C:47]=1[CH3:53])([C:41]([CH3:42])([CH3:43])[CH3:44])([CH3:40])[CH3:39] |f:0.1|. Procedure details: A mixture of 3-(5-(aminomethyl)-1-oxoisoindolin-2-yl)piperidine-2,6-dione methanesulfonate (0.74 g, 2.0 mmol) and CDI (0.32 g, 2.0 mmol) in DMF (30 mL) was stirred at room temperature for 3 h, and then the product from Step 2 (0.47 g, 2.0 mmol) was added. The mixture was heated to 70° C. for 30 h. Then, the mixture was cooled to room temperature and quenched with 1N HCl (30 mL), resulting in solid precipitate. This solid was purified by chromatography on a silica gel column, using a methylene ch... Reactants: c1(ccccc1)CN, [B-](C(CC)C)(C(CC)C)C(CC)C.[Na+], C1CN(C[C@@H](C1=O)O)S(=O)(=O)C. Reagents/catalysts: c1ccc(cc1)-c2c3ccccc3cc4ccccc24 (9-Phenylanthracene). Run at temperature 25 celsius, time 18 hour. The product is CS(=O)(=O)N1CC[C@@H](N)[C@@H](O)C1. As a reaction SMILES: [CH3:1][S:2]([N:5]1[CH2:11][C@H:9]([OH:10])[C:8](=O)[CH2:7][CH2:6]1)(=[O:4])=[O:3].[NH2:12]Cc1ccccc1.[Na+].CCC([BH-](C(CC)C)C(CC)C)C>>[CH3:1][S:2]([N:5]1[CH2:11][C@H:9]([OH:10])[C@H:8]([NH2:12])[CH2:7][CH2:6]1)(=[O:4])=[O:3].